The task is: describe an organic reaction: reactants, conditions, products, and yield. This data is from the Open Reaction Database (ORD), a public repository of structured organic reaction records. Reactants: NC1=NNC(=N1)SCCSCCSCCCCCC (3-amino-5-{2-[2-(hexylthio)ethylthio]ethylthio}-1,2,4-triazole), C(CCCC)SCCCCl (3-chloropropyl pentyl sulfide), NC1=NNC(=N1)S (3-amino-5-mercapto-1,2,4-triazole), N1=CC=CC=C1 (pyridine). Solvent: C(C)#N (acetonitrile), O (water). The product is NC1=NNC(=N1)SCCCSCCCCC (3-amino-5-[3-(pentylthio)propylthio]-1,2,4-triazole). As a reaction SMILES: [CH2:1]([S:6][CH2:7][CH2:8][CH2:9]Cl)[CH2:2][CH2:3][CH2:4][CH3:5].[NH2:11][C:12]1[N:16]=[C:15]([SH:17])[NH:14][N:13]=1.N1C=CC=CC=1.NC1N=C(SCCSCCSCCCCCC)NN=1>C(#N)C.O>[NH2:11][C:12]1[N:16]=[C:15]([S:17][CH2:9][CH2:8][CH2:7][S:6][CH2:1][CH2:2][CH2:3][CH2:4][CH3:5])[NH:14][N:13]=1. Procedure details: Compound 9 was prepared from a mixture of 3-chloropropyl pentyl sulfide, 3-amino-5-mercapto-1,2,4-triazole and pyridine in acetonitrile, as described previously for Compound 12. The reaction mixture was poured into water and extracted with CH2Cl2. The extracts were washed with water and brine, dried over MgSO4, and concentrated under vacuum to provide Compound 9 in 71% yield.